Dataset: the Open Reaction Database (ORD), a public repository of structured organic reaction records. Task: describe an organic reaction: reactants, conditions, products, and yield The reactants are Cl.NC1=CC=C(C=C1)NCC(=O)OCC (ethyl 2-[(4-aminophenyl)amino]acetate hydrochloride), C(C)(=O)OC(C)=O (acetic acid anhydride), C(O)([O-])=O.[Na+] (sodium hydrogen carbonate), ClCCl (dichloromethane). Run in O (water). Conditions: time 30 minute. Product: C(C)(=O)NC1=CC=C(C=C1)NCC(=O)OCC (ethyl 2-[[4-(acetylamino)phenyl]amino]acetate). The yield is 68.0%. Reaction SMILES: Cl.[NH2:2][C:3]1[CH:8]=[CH:7][C:6]([NH:9][CH2:10][C:11]([O:13][CH2:14][CH3:15])=[O:12])=[CH:5][CH:4]=1.[C:16](OC(=O)C)(=[O:18])[CH3:17].C(=O)([O-])O.[Na+].ClCCl>O>[C:16]([NH:2][C:3]1[CH:8]=[CH:7][C:6]([NH:9][CH2:10][C:11]([O:13][CH2:14][CH3:15])=[O:12])=[CH:5][CH:4]=1)(=[O:18])[CH3:17] |f:0.1,3.4|. Procedure: A mixture of 2.7 parts of ethyl 2-[(4-aminophenyl)amino]acetate hydrochloride, 1.1 parts of acetic acid anhydride, 0.98 parts of sodium hydrogen carbonate, 65 parts of dichloromethane and 50 parts of water was stirred for 30 minutes at room temperature. The organic phase was separated, washed with water, dried, filtered and evaporated. The residue was crystallized from a mixture of 4-methyl-2-pentanone and 2,2'-oxybispropane, yielding 1.9 parts (68%) of ethyl 2-[[4-(acetylamino)phenyl]amino]acet... Yields the product COC1=C(OCC2=CC=CC3=CC=CC=C23)C=CC(=C1)C=C[N+](=O)[O-] (1-[2-methoxy-4-(2-nitro-vinyl)-phenoxymethyl]-naphthalene). Reaction SMILES: [CH3:1][O:2][C:3]1[CH:4]=[C:5]([CH:8]=[CH:9][C:10]=1[O:11][CH2:12][C:13]1[C:22]2[C:17](=[CH:18][CH:19]=[CH:20][CH:21]=2)[CH:16]=[CH:15][CH:14]=1)[CH:6]=O.C([O-])(=O)C.[NH4+].[N+:28]([CH3:31])([O-:30])=[O:29].O>C(O)(=O)C>[CH3:1][O:2][C:3]1[CH:4]=[C:5]([CH:6]=[CH:31][N+:28]([O-:30])=[O:29])[CH:8]=[CH:9][C:10]=1[O:11][CH2:12][C:13]1[C:22]2[C:17](=[CH:18][CH:19]=[CH:20][CH:21]=2)[CH:16]=[CH:15][CH:14]=1 |f:1.2|. Starting materials: COC=1C=C(C=O)C=CC1OCC1=CC=CC2=CC=CC=C12 (3-methoxy-4-(naphthalen-1-ylmethoxy)-benzaldehyde), C(C)(=O)[O-].[NH4+] (ammonium acetate), [N+](=O)([O-])C (nitromethane), O (water). Procedure: 36 g of 3-methoxy-4-(naphthalen-1-ylmethoxy)-benzaldehyde, 8.7 9 of ammonium acetate and 10 ml of nitromethane are together heated at reflux for 5 hours in 140 ml of glacial acetic acid. After cooling, the reaction mixture is introduced into 1.5 liters of water. Extraction is carried out twice using 1 liter of ethyl acetate each time. The organic phases are washed 4 once with 500 ml of water and three times using 400 ml of 2N potassium hydrogen carbonate solution each time, dried over magnesium ... Run in C(C)(=O)O (acetic acid). The reactants are CN(C)C=O, CN(C)c1cc(-c2c[nH]c(S)n2)ccn1. Yields the product CN(C)c1cc(-c2c[nH]cn2)ccn1. As a reaction SMILES: [CH3:16][N:17]([CH3:18])[CH:19]=[O:20].[CH3:1][N:2]([c:3]1[n:4][cH:5][cH:6][c:7](-[c:9]2[n:10][c:11]([SH:14])[nH:12][cH:13]2)[cH:8]1)[CH3:15]>>[CH3:1][N:2]([c:3]1[n:4][cH:5][cH:6][c:7](-[c:9]2[n:10][cH:11][nH:12][cH:13]2)[cH:8]1)[CH3:15]. Starting materials: CSC(=NC#N)SC, CCO, CCOc1cccnc1CSCCN. The product is CCOc1cccnc1CSCCN=C(NC#N)SC. Reaction SMILES: [C:15](#[N:16])[N:17]=[C:18]([S:19][CH3:20])[S:21][CH3:22].[CH3:23][CH2:24][OH:25].[NH2:1][CH2:2][CH2:3][S:4][CH2:5][c:6]1[n:7][cH:8][cH:9][cH:10][c:11]1[O:12][CH2:13][CH3:14]>>[N:1]([CH2:2][CH2:3][S:4][CH2:5][c:6]1[n:7][cH:8][cH:9][cH:10][c:11]1[O:12][CH2:13][CH3:14])=[C:18]([NH:17][C:15]#[N:16])[S:19][CH3:20].